Dataset: the Open Reaction Database (ORD), a public repository of structured organic reaction records. Task: describe an organic reaction: reactants, conditions, products, and yield Reactants: CCOC(=O)c1ccc2nc(Br)sc2c1, CCCC[Sn](CCCC)(CCCC)c1nccs1, ClCCl, C1COCCO1, c1ccc(P(c2ccccc2)(c2ccccc2)[Pd](P(c2ccccc2)(c2ccccc2)c2ccccc2)(P(c2ccccc2)(c2ccccc2)c2ccccc2)P(c2ccccc2)(c2ccccc2)c2ccccc2)cc1. Yields the product CCOC(=O)c1ccc2nc(-c3nccs3)sc2c1. Reaction SMILES: [Br:1][c:2]1[s:3][c:4]2[c:5]([n:6]1)[cH:7][cH:8][c:9]([C:11](=[O:12])[O:13][CH2:14][CH3:15])[cH:10]2.[CH2:16]([Sn:17]([CH2:18][CH2:19][CH2:20][CH3:26])([c:21]1[s:22][cH:23][cH:24][n:25]1)[CH2:27][CH2:28][CH2:29][CH3:30])[CH2:31][CH2:32][CH3:33].[Cl:40][CH2:41][Cl:42].[O:34]1[CH2:35][CH2:36][O:37][CH2:38][CH2:39]1.[cH:43]1[cH:44][cH:45][c:46]([P:47]([Pd:48]([P:49]([c:50]2[cH:51][cH:52][cH:53][cH:54][cH:55]2)([c:56]2[cH:57][cH:58][cH:59][cH:60][cH:61]2)[c:62]2[cH:63][cH:64][cH:65][cH:66][cH:67]2)([P:68]([c:69]2[cH:70][cH:71][cH:72][cH:73][cH:74]2)([c:75]2[cH:76][cH:77][cH:78][cH:79][cH:80]2)[c:81]2[cH:82][cH:83][cH:84][cH:85][cH:86]2)[P:87]([c:88]2[cH:89][cH:90][cH:91][cH:92][cH:93]2)([c:94]2[cH:95][cH:96][cH:97][cH:98][cH:99]2)[c:100]2[cH:101][cH:102][cH:103][cH:104][cH:105]2)([c:106]2[cH:107][cH:108][cH:109][cH:110][cH:111]2)[c:112]2[cH:113][cH:114][cH:115][cH:116][cH:117]2)[cH:118][cH:119]1>>[c:2]1(-[c:21]2[s:22][cH:23][cH:24][n:25]2)[s:3][c:4]2[c:5]([n:6]1)[cH:7][cH:8][c:9]([C:11](=[O:12])[O:13][CH2:14][CH3:15])[cH:10]2. Reactants: CCOC(C)=O, Fc1nccnc1C1=CCOCC1, [OH-], [OH-], [Pd+2]. Yields the product Fc1nccnc1C1CCOCC1. RXN SMILES: [CH3:14][CH2:15][O:16][C:17]([CH3:18])=[O:19].[O:1]1[CH2:2][CH2:3][C:4]([c:7]2[n:8][cH:9][cH:10][n:11][c:12]2[F:13])=[CH:5][CH2:6]1.[OH-:20].[OH-:22].[Pd+2:21]>>[O:1]1[CH2:2][CH2:3][CH:4]([c:7]2[n:8][cH:9][cH:10][n:11][c:12]2[F:13])[CH2:5][CH2:6]1. Procedure details: To a solution of 0.21 g of ethyl N-[2-[2-(5-cyano-2-methoxybenzenesulfonylamino)ethyl]-5-isopropylphenyl]oxalamate in 3 mL of N,N-dimethylformamide was added 56 mg of lithium chloride, and the mixture was stirred at 140° C. for 4 hours. To the reaction mixture was added 1 mol/L hydrochloric acid, and the mixture was extracted with ethyl acetate. After the organic layer was dried over anhydrous sodium sulfate, the solvent was removed under reduced pressure to give 0.198 g of N-[2-[2-(5-cyano-2-hy... Run in CN(C=O)C (N,N-dimethylformamide). Starting materials: C(#N)C=1C=CC(=C(C1)S(=O)(=O)NCCC1=C(C=C(C=C1)C(C)C)NC(C(=O)OCC)=O)OC (ethyl N-[2-[2-(5-cyano-2-methoxybenzenesulfonylamino)ethyl]-5-isopropylphenyl]oxalamate), [Cl-].[Li+] (lithium chloride), Cl (hydrochloric acid). Reaction SMILES: [C:1]([C:3]1[CH:4]=[CH:5][C:6]([O:32]C)=[C:7]([S:9]([NH:12][CH2:13][CH2:14][C:15]2[CH:20]=[CH:19][C:18]([CH:21]([CH3:23])[CH3:22])=[CH:17][C:16]=2[NH:24][C:25](=[O:31])[C:26]([O:28]CC)=[O:27])(=[O:11])=[O:10])[CH:8]=1)#[N:2].[Cl-].[Li+].Cl>CN(C)C=O>[C:1]([C:3]1[CH:4]=[CH:5][C:6]([OH:32])=[C:7]([S:9]([NH:12][CH2:13][CH2:14][C:15]2[CH:20]=[CH:19][C:18]([CH:21]([CH3:23])[CH3:22])=[CH:17][C:16]=2[NH:24][C:25](=[O:31])[C:26]([OH:28])=[O:27])(=[O:10])=[O:11])[CH:8]=1)#[N:2] |f:1.2|. The product is C(#N)C=1C=CC(=C(C1)S(=O)(=O)NCCC1=C(C=C(C=C1)C(C)C)NC(C(=O)O)=O)O (N-[2-[2-(5-cyano-2-hydroxybenzenesulfonylamino)ethyl]-5-isopropylphenyl]oxalamic acid). Reaction conditions: temperature 140 celsius, time 4 hour. Isolated yield 103.5%. Reactants: COc1ccc2c(=O)[nH]c(Nc3cc(C)[nH]n3)cc2c1, O=P(Cl)(Cl)Cl. Yields the product COc1ccc2c(Cl)nc(Nc3cc(C)[nH]n3)cc2c1. RXN SMILES: [CH3:1][O:2][c:3]1[cH:4][c:5]2[cH:6][c:7]([NH:14][c:15]3[n:16][nH:17][c:18]([CH3:20])[cH:19]3)[nH:8][c:9](=[O:13])[c:10]2[cH:11][cH:12]1.[P:21]([Cl:22])([Cl:23])([Cl:24])=[O:25]>>[CH3:1][O:2][c:3]1[cH:4][c:5]2[cH:6][c:7]([NH:14][c:15]3[n:16][nH:17][c:18]([CH3:20])[cH:19]3)[n:8][c:9]([Cl:23])[c:10]2[cH:11][cH:12]1. Starting materials: crude product, [OH-].[K+] (potassium hydroxide), C[Si](Cl)(C)C (trimethylchlorosilane), Cl (hydrochloric acid), BrCC(=O)OC (methyl bromoacetate), C(CCCCCCC)=O (octanal). The reagents and catalysts are [Zn] (zinc). Solvent: C(C)(=O)OCC (ethyl acetate), O (water). Run at temperature 65 celsius, time 5 minute. Product: OC(CC(=O)O)CCCCCCC (3-Hydroxydecanoic acid). RXN SMILES: C[Si](C)(C)Cl.Br[CH2:7][C:8]([O:10]C)=[O:9].[CH:12](=[O:20])[CH2:13][CH2:14][CH2:15][CH2:16][CH2:17][CH2:18][CH3:19].Cl.[OH-].[K+]>C(OCC)(=O)C.O.[Zn]>[OH:20][CH:12]([CH2:13][CH2:14][CH2:15][CH2:16][CH2:17][CH2:18][CH3:19])[CH2:7][C:8]([OH:10])=[O:9] |f:4.5|. Reported procedure: At room temperature, a three-necked flask fitted with reflux condenser, internal thermometer, dropping funnel and stirrer was charged, under nitrogen protective gas, with 11.1 g of zinc powder (169 mmol) in 70 ml of ethyl acetate. After 3.2 ml of trimethylchlorosilane (25 mmol) had been added, the mixture was heated at 65° C. for 30 min, then left to cool to 60° C., following which, over the course of 6 min, a mixture of 21 g of methyl bromoacetate (137 mmol) and 16 g of octanal (125 mmol) was a... Reactants: CC1(OCC(O1)CCCN1C(C2=CC=CC=C2C1=O)=O)C (2-[3-(2,2-dimethyl[1,3]dioxolan-4-yl)propyl]isoindole-1,3-dione), Cl (HCl). Solvent: C1CCOC1 (THF). Run at time 2 hour. Product: OC(CCCN1C(C2=CC=CC=C2C1=O)=O)CO (2-(4,5-Dihydroxypentyl)isoindole-1,3-dione). As a reaction SMILES: CC1(C)[O:6][CH:5]([CH2:7][CH2:8][CH2:9][N:10]2[C:18](=[O:19])[C:17]3[C:12](=[CH:13][CH:14]=[CH:15][CH:16]=3)[C:11]2=[O:20])[CH2:4][O:3]1.Cl>C1COCC1>[OH:6][CH:5]([CH2:4][OH:3])[CH2:7][CH2:8][CH2:9][N:10]1[C:18](=[O:19])[C:17]2[C:12](=[CH:13][CH:14]=[CH:15][CH:16]=2)[C:11]1=[O:20]. Procedure details: To a stirred solution of 2-[3-(2,2-dimethyl[1,3]dioxolan-4-yl)propyl]isoindole-1,3-dione (1.65 g, 5.70 mmol) in THF (20 mL) at room temperature was added 2N HCl solution (15 mL, 30 mmol) in one portion and the resulting mixture was stirred at room temperature for two hours and then evaporated in vacuo to half of the initial volume. The residue was saturated with NaCl and extracted with ethyl acetate. The organic phase was dried by anhydrous magnesium sulfate. Filtration and concentration in vacu... Reactants: ClC1=NC=C(C2=CC(=CC=C12)S(=O)(=O)N(C1=NC=NS1)CC1=C(C=C(C=C1)OC)OC)F (1-chloro-N-(2,4-dimethoxybenzyl)-4-fluoro-N-(1,2,4-thiadiazol-5-yl)isoquinoline-6-sulfonamide), FC1=CC(=C(C=C1)B(O)O)OC ((4-fluoro-2-methoxyphenyl)boronic acid). The product is FC1=CN=C(C2=CC=C(C=C12)S(=O)(=O)NC1=NC=NS1)C1=C(C=C(C=C1)F)OC (4-fluoro-1-(4-fluoro-2-methoxyphenyl)-N-(1,2,4-thiadiazol-5-yl)isoquinoline-6-sulfonamide). As a reaction SMILES: Cl[C:2]1[C:11]2[C:6](=[CH:7][C:8]([S:12]([N:15](CC3C=CC(OC)=CC=3OC)[C:16]3[S:20][N:19]=[CH:18][N:17]=3)(=[O:14])=[O:13])=[CH:9][CH:10]=2)[C:5]([F:32])=[CH:4][N:3]=1.[F:33][C:34]1[CH:39]=[CH:38][C:37](B(O)O)=[C:36]([O:43][CH3:44])[CH:35]=1>>[F:32][C:5]1[C:6]2[C:11](=[CH:10][CH:9]=[C:8]([S:12]([NH:15][C:16]3[S:20][N:19]=[CH:18][N:17]=3)(=[O:13])=[O:14])[CH:7]=2)[C:2]([C:37]2[CH:38]=[CH:39][C:34]([F:33])=[CH:35][C:36]=2[O:43][CH3:44])=[N:3][CH:4]=1. Procedure details: The title compound was prepared in an analogous manner to that of EXAMPLE 228, except that 1-chloro-N-(2,4-dimethoxybenzyl)-4-fluoro-N-(1,2,4-thiadiazol-5-yl)isoquinoline-6-sulfonamide and (4-fluoro-2-methoxyphenyl)boronic acid were used as the coupling partners. The final compound was purified via column chromatography (RediSep Gold 12 g silica gel column, gradient elution 0-10% MeOH:DCM) to afford 4-fluoro-1-(4-fluoro-2-methoxyphenyl)-N-(1,2,4-thiadiazol-5-yl)isoquinoline-6-sulfonamide as an o... The reactants are [BH3-]C#N, CCN(CC1CCCO1)c1nc(Nc2ccc(-c3cnco3)cc2)nc2c1CNCC2, C=O, CC(=O)O, CO, [Na+]. The product is CCN(CC1CCCO1)c1nc(Nc2ccc(-c3cnco3)cc2)nc2c1CN(C)CC2. Reaction SMILES: [C:38]([BH3-:39])#[N:40].[CH2:1]([CH3:2])[N:3]([c:4]1[c:5]2[c:6]([n:7][c:8]([NH:10][c:11]3[cH:12][cH:13][c:14](-[c:17]4[cH:18][n:19][cH:20][o:21]4)[cH:15][cH:16]3)[n:9]1)[CH2:22][CH2:23][NH:24][CH2:25]2)[CH2:26][CH:27]1[O:28][CH2:29][CH2:30][CH2:31]1.[CH2:36]=[O:37].[CH3:32][C:33](=[O:34])[OH:35].[CH3:42][OH:43].[Na+:41]>>[CH2:1]([CH3:2])[N:3]([c:4]1[c:5]2[c:6]([n:7][c:8]([NH:10][c:11]3[cH:12][cH:13][c:14](-[c:17]4[cH:18][n:19][cH:20][o:21]4)[cH:15][cH:16]3)[n:9]1)[CH2:22][CH2:23][N:24]([CH3:32])[CH2:25]2)[CH2:26][CH:27]1[O:28][CH2:29][CH2:30][CH2:31]1. Starting materials: [BH4-], CCC(=O)C=C(C)C=CCC(C)CCC=C(C)C, [Na+], [Na+], C1CCOC1, [OH-], O. Product: CCC(=O)C=C(C)C=CCC(C)CCCC(C)(C)O. RXN SMILES: [BH4-:25].[CH3:7][C:8](=[CH:9][C:10]([CH2:11][CH3:12])=[O:13])[CH:14]=[CH:15][CH2:16][CH:17]([CH2:18][CH2:19][CH:20]=[C:21]([CH3:22])[CH3:23])[CH3:24].[Na+:26].[Na+:28].[O:2]1[CH2:3][CH2:4][CH2:5][CH2:6]1.[OH-:27].[OH2:1]>>[OH:2][C:21]([CH2:20][CH2:19][CH2:18][CH:17]([CH2:16][CH:15]=[CH:14][C:8]([CH3:7])=[CH:9][C:10]([CH2:11][CH3:12])=[O:13])[CH3:24])([CH3:22])[CH3:23].